The task is: describe an organic reaction: reactants, conditions, products, and yield. This data is from the Open Reaction Database (ORD), a public repository of structured organic reaction records. Starting materials: CC(=O)OC(C)(C)C, C1CCOC1, CN([SiH](C)C)[Si](C)(C)C, CCOC(C)=O, CC(C)(C)C(=O)Nc1nc(Cl)ccc1C=O, [Li], O. The product is CC(C)(C)OC(=O)CC(O)c1ccc(Cl)nc1NC(=O)C(C)(C)C. Reaction SMILES: [C:11]([CH3:12])(=[O:13])[O:14][C:15]([CH3:16])([CH3:17])[CH3:18].[CH2:36]1[O:37][CH2:38][CH2:39][CH2:40]1.[CH3:1][SiH:2]([CH3:3])[N:4]([CH3:5])[Si:6]([CH3:7])([CH3:8])[CH3:9].[CH3:41][CH2:42][O:43][C:44](=[O:45])[CH3:46].[Cl:19][c:20]1[cH:21][cH:22][c:23]([CH:33]=[O:34])[c:24]([NH:26][C:27]([C:28]([CH3:29])([CH3:30])[CH3:31])=[O:32])[n:25]1.[Li:10].[OH2:35]>>[C:11]([CH2:12][CH:33]([c:23]1[cH:22][cH:21][c:20]([Cl:19])[n:25][c:24]1[NH:26][C:27]([C:28]([CH3:29])([CH3:30])[CH3:31])=[O:32])[OH:34])(=[O:13])[O:14][C:15]([CH3:16])([CH3:17])[CH3:18]. Reactants: Cc1c(Br)ccc(N)c1S(C)(=O)=O, CSSC, [Cu], CC(C)(C)ON=O. The product is CSc1ccc(Br)c(C)c1S(C)(=O)=O. Reaction SMILES: [Br:8][c:9]1[c:10]([CH3:20])[c:11]([S:16](=[O:17])(=[O:18])[CH3:19])[c:12]([NH2:13])[cH:14][cH:15]1.[CH3:21][S:22][S:23][CH3:24].[Cu:25].[N:1]([O:2][C:3]([CH3:4])([CH3:5])[CH3:6])=[O:7]>>[Br:8][c:9]1[c:10]([CH3:20])[c:11]([S:16](=[O:17])(=[O:18])[CH3:19])[c:12]([S:22][CH3:21])[cH:14][cH:15]1. The reactants are ice, Cl (HCl), C(CCC)OB(OCCCC)OCCCC (tri-n-butylborate), [H-].[Na+] (sodium hydride), C(C)(C)(C)[Li] (tert-butyllithium), BrC=1C=C2C=CNC2=CC1 (5-bromoindole). The solvent is O1CCCC1 (tetrahydrofuran). Run at temperature 0 celsius, time 15 minute. The product is N1C=CC2=CC(=CC=C12)B(O)O (5-Indoleboronic Acid). The yield is 54.8%. Reaction SMILES: [H-].[Na+].Br[C:4]1[CH:5]=[C:6]2[C:10](=[CH:11][CH:12]=1)[NH:9][CH:8]=[CH:7]2.C([Li])(C)(C)C.C([O:22][B:23](OCCCC)[O:24]CCCC)CCC.Cl>O1CCCC1>[NH:9]1[C:10]2[C:6](=[CH:5][C:4]([B:23]([OH:24])[OH:22])=[CH:12][CH:11]=2)[CH:7]=[CH:8]1 |f:0.1|. Reported procedure: To a suspension of sodium hydride (122 mg, 5.1 mmol) in anhydrous tetrahydrofuran (20 mL) was added 5-bromoindole (1.0 g, 5.1 mmol) (Aldrich) at 0° C. After 15 min. of stirring at 0° C., the reaction was cooled to −78° C., and tert-butyllithium (10.2 mmol, 1.7M in hexane) (Aldrich) was added dropwise (a white precipitate immediately formed). After 10 min. tri-n-butylborate (2.75 mL, 10.2 mmol) was added dropwise. The reaction was allowed to slowly warm to room temperature, then the suspension wa...